Dataset: the Open Reaction Database (ORD), a public repository of structured organic reaction records. Task: describe an organic reaction: reactants, conditions, products, and yield Reactants: C(CCC)[Sn](=O)CCCC (dibutylstannanone), C(#N)N1CCC(CC1)N(C(=O)N1C=NC(=C1)C1=CC=C(C=C1)OC)C (N-(1-cyanopiperidin-4-yl)-4-(4-methoxyphenyl)-N-methyl-1H-imidazole-1-carboxamide), N(=[N+]=[N-])[Si](C)(C)C (azidotrimethylsilane). Run in C1(=CC=CC=C1)C (toluene). Product: N=1NN=NC1N1CCC(CC1)N(C(=O)N1C=NC(=C1)C1=CC=C(C=C1)OC)C (N-(1-(2H-tetrazol-5-yl)piperidin-4-yl)-4-(4-methoxyphenyl)-N-methyl-1H-imidazole-1-carboxamide). Isolated yield 58.8%. RXN SMILES: [C:1]([N:3]1[CH2:8][CH2:7][CH:6]([N:9]([CH3:25])[C:10]([N:12]2[CH:16]=[C:15]([C:17]3[CH:22]=[CH:21][C:20]([O:23][CH3:24])=[CH:19][CH:18]=3)[N:14]=[CH:13]2)=[O:11])[CH2:5][CH2:4]1)#[N:2].C([Sn](CCCC)=O)CCC.[N:36]([Si](C)(C)C)=[N+:37]=[N-:38]>C1(C)C=CC=CC=1>[N:2]1[NH:36][N:37]=[N:38][C:1]=1[N:3]1[CH2:8][CH2:7][CH:6]([N:9]([CH3:25])[C:10]([N:12]2[CH:16]=[C:15]([C:17]3[CH:18]=[CH:19][C:20]([O:23][CH3:24])=[CH:21][CH:22]=3)[N:14]=[CH:13]2)=[O:11])[CH2:5][CH2:4]1. Reported procedure: To a suspension of N-(1-cyanopiperidin-4-yl)-4-(4-methoxyphenyl)-N-methyl-1H-imidazole-1-carboxamide (151 mg, 0.445 mmol) in toluene (10 mL) was added dibutylstannanone (13.84 mg, 0.056 mmol) followed by azidotrimethylsilane (0.207 mL, 1.557 mmol). The reaction mixture was heated at reflux for 5 h, whereupon it was filtered still hot and the resulting pink solid was washed sequentially with toluene, dichloromethane and then finally ether. The solid was recrystallised from methanol to give the pr...